Task: describe an organic reaction: reactants, conditions, products, and yield. Dataset: the Open Reaction Database (ORD), a public repository of structured organic reaction records The solvent is CN(C)C=O (DMF), CCOC(=O)C (EtOAc). As a reaction SMILES: CCN(C(C)C)C(C)C.F[B-](F)(F)F.N1(OC(N(C)C)=[N+](C)C)C2C=CC=CC=2N=N1.[Cl:32][C:33]1[CH:38]=[CH:37][C:36]([C:39]2([NH:42][C:43]3[N:48]=[C:47]([O:49][CH2:50][C:51]([F:54])([F:53])[F:52])[N:46]=[C:45]([NH:55][C:56]4[CH:64]=[CH:63][C:59]([C:60](O)=[O:61])=[CH:58][CH:57]=4)[N:44]=3)[CH2:41][CH2:40]2)=[CH:35][CH:34]=1.[NH2:65][CH2:66][C:67]([CH3:78])([CH3:77])[CH2:68][NH:69][C:70](=[O:76])[O:71][C:72]([CH3:75])([CH3:74])[CH3:73]>CN(C=O)C.CCOC(C)=O>[Cl:32][C:33]1[CH:38]=[CH:37][C:36]([C:39]2([NH:42][C:43]3[N:48]=[C:47]([O:49][CH2:50][C:51]([F:54])([F:53])[F:52])[N:46]=[C:45]([NH:55][C:56]4[CH:57]=[CH:58][C:59]([C:60]([NH:65][CH2:66][C:67]([CH3:78])([CH3:77])[CH2:68][NH:69][C:70](=[O:76])[O:71][C:72]([CH3:74])([CH3:73])[CH3:75])=[O:61])=[CH:63][CH:64]=4)[N:44]=3)[CH2:40][CH2:41]2)=[CH:35][CH:34]=1 |f:1.2|. Yield: 71.3%. Reactants: CCN(C(C)C)C(C)C (iPr2NEt), F[B-](F)(F)F.N1(N=NC2=C1C=CC=C2)OC(=[N+](C)C)N(C)C (O-benzotriazol-1-yl-N,N,N′,N′-tetra-methyluronium tetrafluoroborate), ClC1=CC=C(C=C1)C1(CC1)NC1=NC(=NC(=N1)OCC(F)(F)F)NC1=CC=C(C(=O)O)C=C1 (4-(4-(1-(4-chlorophenyl)cyclopropylamino)-6-(2,2,2-trifluoroethoxy)-1,3,5-triazin-2-ylamino)benzoic acid), NCC(CNC(OC(C)(C)C)=O)(C)C (tert-butyl 3-amino-2,2-dimethylpropylcarbamate). Procedure details: iPr2NEt (0.266 g) and O-benzotriazol-1-yl-N,N,N′,N′-tetra-methyluronium tetrafluoroborate (0.610 g) were added into a solution of 4-(4-(1-(4-chlorophenyl)cyclopropylamino)-6-(2,2,2-trifluoroethoxy)-1,3,5-triazin-2-ylamino)benzoic acid (0.760 g) and tert-butyl 3-amino-2,2-dimethylpropylcarbamate (0.352 g) were dissolved in DMF (3 mL). The reaction was stirred at room temperature for 16 hrs before 200 mL of EtOAc was added. The organic phase was washed with water (2×25 mL) and brine (20 mL), dried... Product: ClC1=CC=C(C=C1)C1(CC1)NC1=NC(=NC(=N1)OCC(F)(F)F)NC1=CC=C(C(=O)NCC(CNC(OC(C)(C)C)=O)(C)C)C=C1 (tert-butyl 3-(4-(4-(1-(4-chlorophenyl)cyclopropylamino)-6-(2,2,2-trifluoroethoxy)-1,3,5-triazin-2-ylamino)benzamido)-2,2-dimethylpropylcarbamate). As a reaction SMILES: [I-].C[S+](C)(C)=O.[CH3:7][C:8](C)([O-])C.[K+].[C:13]([C:21]1[N:26]=[C:25]2[S:27][C:28]([C:30]3[CH:35]=[CH:34][C:33]([CH2:36][N:37]4[CH2:40][CH:39]([C:41]([OH:43])=[O:42])[CH2:38]4)=[CH:32][C:31]=3[F:44])=[N:29][C:24]2=[CH:23][CH:22]=1)(=[O:20])[C:14]1[CH:19]=[CH:18][CH:17]=[CH:16][CH:15]=1.Cl>CC(O)(C)C.P([O-])([O-])([O-])=O.O>[F:44][C:31]1[CH:32]=[C:33]([CH2:36][N:37]2[CH2:40][CH:39]([C:41]([OH:43])=[O:42])[CH2:38]2)[CH:34]=[CH:35][C:30]=1[C:28]1[S:27][C:25]2[C:24]([N:29]=1)=[CH:23][CH:22]=[C:21]([C:13]1([C:14]3[CH:15]=[CH:16][CH:17]=[CH:18][CH:19]=3)[CH2:8][CH2:7][O:20]1)[N:26]=2 |f:0.1,2.3|. Product: FC=1C=C(C=CC1C=1SC2=NC(=CC=C2N1)C1(OCC1)C1=CC=CC=C1)CN1CC(C1)C(=O)O (1-((3-fluoro-4-(5-(2-phenyloxetan-2-yl)-thiazolo[5,4-b]pyridine-2-yl)phenyl)methyl)azetidine-3-carboxylic acid). Starting materials: C(C1=CC=CC=C1)(=O)C1=CC=C2C(=N1)SC(=N2)C2=C(C=C(C=C2)CN2CC(C2)C(=O)O)F (1-((4-(5-Benzoylthiazolo[5,4-b]pyridine-2-yl)-3-fluorophenyl)methyl)azetidine-3-carboxylic acid), Cl (HCl), [I-].C[S+](=O)(C)C (trimethylsulfoxonium iodide), CC(C)([O-])C.[K+] (potassium t-butoxide). Run in O (water), CC(C)(C)O (t-BuOH), P(=O)([O-])([O-])[O-] (phosphate). Procedure details: A mixture of trimethylsulfoxonium iodide (230 mg, 1047 μmol) and potassium t-butoxide (1.0M in t-BuOH) (1.047 ml, 1.047 mmol) in t-BuOH (1.0 mL) was stirred at 50° C. for 30 min. 1-((4-(5-Benzoylthiazolo[5,4-b]pyridine-2-yl)-3-fluorophenyl)methyl)azetidine-3-carboxylic acid (93.7 mg, 0.209 mmol) was added in one portion, and the resulting suspension was stirred at 50° C. for 20 h. The reaction mixture was then diluted with 0.05M pH 6 phosphate buffer (2.0 mL), acidified with 1.0N HCl (750 μL), d... Run at temperature 50 celsius, time 30 minute.